This data is from the Open Reaction Database (ORD), a public repository of structured organic reaction records. The task is: describe an organic reaction: reactants, conditions, products, and yield The reactants are [OH-].[Na+] (sodium hydroxide), [Cl-].CC(CCCCCCCCCCC[NH2+]CC1=CC=CC=C1)C (dimethyllaurylbenzylammonium chloride), ClC1=C(C=CC=C1)C(C(Cl)(Cl)Cl)C1=C(C=CC=C1)Cl (1,1-bis(chlorophenyl)-2,2,2-trichloroethane). The solvent is ClC1=CC=CC=C1 (monochlorobenzene). Conditions: temperature 90 celsius. Product: ClC1=C(C=CC=C1)C(=C(Cl)Cl)C1=C(C=CC=C1)Cl (1,1-bis(chlorophenyl)-2,2-dichloroethylene). The yield is 97.8%. As a reaction SMILES: [OH-].[Na+].[Cl-].CC(C)CCCCCCCCCCC[NH2+]CC1C=CC=CC=1.[Cl:26][C:27]1[CH:32]=[CH:31][CH:30]=[CH:29][C:28]=1[CH:33]([C:38]1[CH:43]=[CH:42][CH:41]=[CH:40][C:39]=1[Cl:44])[C:34](Cl)([Cl:36])[Cl:35]>ClC1C=CC=CC=1>[Cl:26][C:27]1[CH:32]=[CH:31][CH:30]=[CH:29][C:28]=1[C:33]([C:38]1[CH:43]=[CH:42][CH:41]=[CH:40][C:39]=1[Cl:44])=[C:34]([Cl:35])[Cl:36] |f:0.1,2.3|. Procedure details: 201.5 g of 28% strength aqueous sodium hydroxide and 2.0 g of dimethyllaurylbenzylammonium chloride were added to a solution of 250 g of 1,1-bis(chlorophenyl)-2,2,2-trichloroethane in 100 g of monochlorobenzene at 50° C. The mixture was heated at reflux (90° C.) for 20 hours. The organic phase was separated by phase separation and was washed three times with 100 g of water. After distillation of the monochlorobenzene, 219.3 g of 1,1-bis(chlorophenyl)-2,2-dichloroethylene were obtained (y=97.8%) ...